This data is from the Open Reaction Database (ORD), a public repository of structured organic reaction records. The task is: describe an organic reaction: reactants, conditions, products, and yield The reactants are CC1=C(C=CC(=C1)C(=O)OC)C1=C(C=CC=C1)C (methyl 2,2′-dimethyl-1,1′-biphenyl-4-carboxylate), [OH-].[Na+] (sodium hydroxide). Run in C1CCOC1 (THF). Run at temperature 100 celsius. The product is CC1=C(C=CC(=C1)C(=O)O)C1=C(C=CC=C1)C (2,2′-dimethyl-1,1′-biphenyl-4-carboxylic acid). The yield is 95.0%. Reaction SMILES: [CH3:1][C:2]1[CH:7]=[C:6]([C:8]([O:10]C)=[O:9])[CH:5]=[CH:4][C:3]=1[C:12]1[CH:17]=[CH:16][CH:15]=[CH:14][C:13]=1[CH3:18].[OH-].[Na+]>C1COCC1>[CH3:1][C:2]1[CH:7]=[C:6]([C:8]([OH:10])=[O:9])[CH:5]=[CH:4][C:3]=1[C:12]1[CH:17]=[CH:16][CH:15]=[CH:14][C:13]=1[CH3:18] |f:1.2|. Reported procedure: To a solution of methyl 2,2′-dimethyl-1,1′-biphenyl-4-carboxylate, prepared in Step 1 (15 g, 62.2 mmol) in THF (100 mL) was added 10% sodium hydroxide (100 mL) and the mixture was heated to 100° C. overnight. THF was removed under reduced pressure and the aqueous residue was washed with EtOAc. The aqueous layer was then acidified with 3N HCl to pH 2-3 and extracted with DCM. The organic phase was washed with water and dried over sodium sulfate and concentrated under reduced pressure to obtain ge... Reactants: ClC1=C(OCC(=O)O)C=CC(=C1)CCC(=O)N1CCC2(CN\C(\N2)=N/C(=O)C2=NC(=C(N=C2N)N)Cl)CC1 ([2-Chloro-4-(3-{2-[(E)-3,5-diamino-6-chloro-pyrazine-2-carbonylimino]-1,3,8-triaza-spiro[4.5]dec-8-yl}-3-oxo-propyl)-phenoxy]-acetic acid), OCC(=O)N1C(CCC1)C(F)(F)F (2-hydroxy-1-(2-(trifluoromethyl)pyrrolidin-1-yl)ethanone), OCCN1C(CCCC1)=O (1-(2-hydroxy-ethyl)piperidin-2-one). Yields the product O=C1N(CCCC1)CCOC(COC1=C(C=C(C=C1)CCC(=O)N1CCC2(CN\C(\N2)=N/C(=O)C2=NC(=C(N=C2N)N)Cl)CC1)Cl)=O ([2-Chloro-4-(3-{2-[(E)-3,5-diamino-6-chloro-pyrazine-2-carbonylimino]-1,3,8-triaza-spiro[4.5]dec-8-yl}-3-oxo-propyl)-phenoxy]-acetic acid 2-(2-oxo-piperidin-1-yl)ethyl ester). As a reaction SMILES: [Cl:1][C:2]1[CH:12]=[C:11]([CH2:13][CH2:14][C:15]([N:17]2[CH2:38][CH2:37][C:20]3([NH:24]/[C:23](=[N:25]/[C:26]([C:28]4[C:33]([NH2:34])=[N:32][C:31]([NH2:35])=[C:30]([Cl:36])[N:29]=4)=[O:27])/[NH:22][CH2:21]3)[CH2:19][CH2:18]2)=[O:16])[CH:10]=[CH:9][C:3]=1[O:4][CH2:5][C:6]([OH:8])=[O:7].O[CH2:40][C:41]([N:43]1[CH2:47][CH2:46][CH2:45][CH:44]1[C:48](F)(F)F)=[O:42].OCCN1CCCCC1=O>>[O:42]=[C:41]1[CH2:40][CH2:45][CH2:46][CH2:47][N:43]1[CH2:44][CH2:48][O:7][C:6](=[O:8])[CH2:5][O:4][C:3]1[CH:9]=[CH:10][C:11]([CH2:13][CH2:14][C:15]([N:17]2[CH2:18][CH2:19][C:20]3([NH:24]/[C:23](=[N:25]/[C:26]([C:28]4[C:33]([NH2:34])=[N:32][C:31]([NH2:35])=[C:30]([Cl:36])[N:29]=4)=[O:27])/[NH:22][CH2:21]3)[CH2:37][CH2:38]2)=[O:16])=[CH:12][C:2]=1[Cl:1]. Reported procedure: The title compound was prepared by an analogous method to Example 4.0, replacing 3-(3-{2-[(E)-3,5-Diamino-6-chloro-pyrazine-2-carbonylimino]-1,3,8-triaza-spiro[4.5]decane-8-carbonyl}-benzenesulfonylamino)-propionic acid with [2-Chloro-4-(3-{2-[(E)-3,5-diamino-6-chloro-pyrazine-2-carbonylimino]-1,3,8-triaza-spiro[4.5]dec-8-yl}-3-oxo-propyl)-phenoxy]-acetic acid (Ex. 3, step 2), and 2-hydroxy-1-(2-(trifluoromethyl)pyrrolidin-1-yl)ethanone (Int. D) with 1-(2-hydroxy-ethyl)piperidin-2-one; The reactants are OC1CC2N(CCN(C2)S(=O)(=O)C2=CC(=CC=C2)C(F)(F)F)C1=O (7-hydroxy-2-{[3-(trifluoromethyl)phenyl]sulfonyl}hexahydropyrrolo[1,2-a]-pyrazin-6(2H)-one), [H-].[Na+] (sodium hydride), BrC1=NC=C(C=C1)C(F)(F)F (2-bromo-5-(trifluoromethyl)pyridine). The solvent is CN(C=O)C (N,N-dimethylformamide). Reaction conditions: temperature 0 celsius, time 10 minute. Product: FC(C=1C=C(C=CC1)S(=O)(=O)N1CC2N(CC1)C(C(C2)OC2=NC=C(C=C2)C(F)(F)F)=O)(F)F (2-{[3-(trifluoromethyl)phenyl]sulfonyl}-7-{[5-(trifluoromethyl)pyridin-2-yl]-oxy}hexahydropyrrolo[1,2-a]pyrazin-6(2H)-one), solid. Yield: 68.0%. As a reaction SMILES: [OH:1][CH:2]1[C:23](=[O:24])[N:5]2[CH2:6][CH2:7][N:8]([S:10]([C:13]3[CH:18]=[CH:17][CH:16]=[C:15]([C:19]([F:22])([F:21])[F:20])[CH:14]=3)(=[O:12])=[O:11])[CH2:9][CH:4]2[CH2:3]1.[H-].[Na+].Br[C:28]1[CH:33]=[CH:32][C:31]([C:34]([F:37])([F:36])[F:35])=[CH:30][N:29]=1>CN(C)C=O>[F:20][C:19]([F:21])([F:22])[C:15]1[CH:14]=[C:13]([S:10]([N:8]2[CH2:7][CH2:6][N:5]3[C:23](=[O:24])[CH:2]([O:1][C:28]4[CH:33]=[CH:32][C:31]([C:34]([F:37])([F:36])[F:35])=[CH:30][N:29]=4)[CH2:3][CH:4]3[CH2:9]2)(=[O:12])=[O:11])[CH:18]=[CH:17][CH:16]=1 |f:1.2|. Procedure details: To a solution of the product from Example 217B (23 mg, 0.063 mmol) in anhydrous N,N-dimethylformamide (0.6 mL) at 0° C. was added sodium hydride (60% suspension in mineral oil, 2.78 mg, 0.069 mmol). The resulting mixture was stirred at 0° C. for 10 minutes, and 2-bromo-5-(trifluoromethyl)pyridine (21 mg, 0.095 mmol) was added. The resulting mixture was allowed to warm to room temperature and stirred for 3 hours. The mixture was partitioned between water and ethyl acetate (3×), and the combined o... Starting materials: C=CCOC1CC2CC1N(C(=O)OC(C)(C)C)C2C(=O)N1CCCC1C#N, CN(C)C=O, O. The product is CC(=O)COC1CC2CC1N(C(=O)OC(C)(C)C)C2C(=O)N1CCCC1C#N. RXN SMILES: [CH2:1]([CH:2]=[CH2:3])[O:4][CH:5]1[CH2:6][CH:7]2[CH:8]([C:19](=[O:20])[N:21]3[CH:22]([C:26]#[N:27])[CH2:23][CH2:24][CH2:25]3)[N:9]([C:12](=[O:13])[O:14][C:15]([CH3:16])([CH3:17])[CH3:18])[CH:10]1[CH2:11]2.[CH3:28][N:29]([CH3:30])[CH:32]=[O:31].[OH2:33]>>[CH2:1]([C:2]([CH3:3])=[O:31])[O:4][CH:5]1[CH2:6][CH:7]2[CH:8]([C:19](=[O:20])[N:21]3[CH:22]([C:26]#[N:27])[CH2:23][CH2:24][CH2:25]3)[N:9]([C:12](=[O:13])[O:14][C:15]([CH3:16])([CH3:17])[CH3:18])[CH:10]1[CH2:11]2. Reactants: N1C=CC=C1 (pyrrole), C(C)(C)(C)Cl (t-butylchloride). Yields the product C(C)(C)(C)C=1NC=CC1 (tert-butylpyrrole). RXN SMILES: [NH:1]1[CH:5]=[CH:4][CH:3]=[CH:2]1.[C:6](Cl)([CH3:9])([CH3:8])[CH3:7]>>[C:6]([C:2]1[NH:1][CH:5]=[CH:4][CH:3]=1)([CH3:9])([CH3:8])[CH3:7]. Reported procedure: wherein X1, X2, Z, and R1 are as defined above. The pyrrole can reacted with t-butylchloride under Friedel-Craft alkylation condition to give the tert-butylpyrrole 2, which can then be nitrated. The ester is then hydrolyzed, e.g., with LiOH, and coupled to give amide 4. Compound 4 is then reduced to give the amine which is reacted with isocyanate to give compound 5, which is an exemplary compound of Formula I. The reactants are NC1=CC=C2C=NN(C2=C1)CC1=C(C=C(C(=O)OC)C=C1)OC (methyl 4-(6-aminoindazol-1-ylmethyl)-3-methoxybenzoate), C(C)C(C(=O)Cl)CCCC (2-ethylhexanoyl chloride). Yields the product C(C)C(C(=O)NC1=CC=C2C=NN(C2=C1)CC1=C(C=C(C(=O)OC)C=C1)OC)CCCC (methyl 4-[6-(2-ethylhexanamido)indazol-1-ylmethyl]-3-methoxybenzoate). Isolated yield 68.0%. Reaction SMILES: [NH2:1][C:2]1[CH:10]=[C:9]2[C:5]([CH:6]=[N:7][N:8]2[CH2:11][C:12]2[CH:21]=[CH:20][C:15]([C:16]([O:18][CH3:19])=[O:17])=[CH:14][C:13]=2[O:22][CH3:23])=[CH:4][CH:3]=1.[CH2:24]([CH:26]([CH2:30][CH2:31][CH2:32][CH3:33])[C:27](Cl)=[O:28])[CH3:25]>>[CH2:24]([CH:26]([CH2:30][CH2:31][CH2:32][CH3:33])[C:27]([NH:1][C:2]1[CH:10]=[C:9]2[C:5]([CH:6]=[N:7][N:8]2[CH2:11][C:12]2[CH:21]=[CH:20][C:15]([C:16]([O:18][CH3:19])=[O:17])=[CH:14][C:13]=2[O:22][CH3:23])=[CH:4][CH:3]=1)=[O:28])[CH3:25]. Procedure: Using an analogous procedure to that described in Example 1, but starting from methyl 4-(6-aminoindazol-1-ylmethyl)-3-methoxybenzoate and 2-ethylhexanoyl chloride, there was obtained methyl 4-[6-(2-ethylhexanamido)indazol-1-ylmethyl]-3-methoxybenzoate in 68% yield as a white solid, m.p. 135.5°-136.5° C.; microanalysis, found: C, 68.37; H, 7.10; N, 9.43%; C25H31,N3O4 requires: C, 68.64; H, 7.14; N, 9.60%. The reactants are ClC1=C(C(=O)OCC)C=C(C=C1)NC(=O)NC=CC(=O)OCC (ethyl 2-chloro-5-{3-[2-(ethoxycarbonyl)vinyl]ureido}-benzoate), CC[O-].[Na+] (sodium ethylate). Run in C(C)O (ethanol). Product: ClC1=C(C(=O)OCC)C=C(C=C1)N1C(NC=CC1=O)=O (ethyl 2-chloro-5-[3,6-dihydro-2,6-dioxo-1(2H)-pyrimidinyl]-benzoate). Reaction SMILES: [Cl:1][C:2]1[CH:12]=[CH:11][C:10]([NH:13][C:14]([NH:16][CH:17]=[CH:18][C:19]([O:21]CC)=O)=[O:15])=[CH:9][C:3]=1[C:4]([O:6][CH2:7][CH3:8])=[O:5].CC[O-].[Na+]>C(O)C>[Cl:1][C:2]1[CH:12]=[CH:11][C:10]([N:13]2[C:19](=[O:21])[CH:18]=[CH:17][NH:16][C:14]2=[O:15])=[CH:9][C:3]=1[C:4]([O:6][CH2:7][CH3:8])=[O:5] |f:1.2|. Procedure details: using ethyl 2-chloro-5-{3-[2-(ethoxycarbonyl)vinyl]ureido}-benzoate with sodium ethylate in ethanol there is obtained ethyl 2-chloro-5-[3,6-dihydro-2,6-dioxo-1(2H)-pyrimidinyl]-benzoate, m.p. 170°-172° C.,